Task: describe an organic reaction: reactants, conditions, products, and yield. Dataset: the Open Reaction Database (ORD), a public repository of structured organic reaction records The reactants are C[O-], CO, COC(CC#N)OC, O=CC1CCCCC1, [Na+]. Reaction SMILES: [CH3:17][O-:18].[CH3:20][OH:21].[CH3:9][O:10][CH:11]([CH2:12][C:13]#[N:14])[O:15][CH3:16].[CH:1]1([CH:7]=[O:8])[CH2:2][CH2:3][CH2:4][CH2:5][CH2:6]1.[Na+:19]>>[CH:1]1([CH:7]=[C:12]([CH:11]([O:10][CH3:9])[O:15][CH3:16])[C:13]#[N:14])[CH2:2][CH2:3][CH2:4][CH2:5][CH2:6]1. Yields the product COC(OC)C(C#N)=CC1CCCCC1. Starting materials: [Br-].[Br-].[Br-].[NH+]1=CC=CC=C1.[NH+]1=CC=CC=C1.[NH+]1=CC=CC=C1 (pyridinium tribromide), O1C=C(C=C1)C(=O)O (3-furoic acid). Solvent: C(C)(=O)O (acetic acid). Run at temperature 40 celsius. Product: BrC1=CC(=CO1)C(=O)O (5-Bromo-furan-3-carboxylic acid). As a reaction SMILES: [Br-:1].[Br-].[Br-].[NH+]1C=CC=CC=1.[NH+]1C=CC=CC=1.[NH+]1C=CC=CC=1.[O:22]1[CH:26]=[CH:25][C:24]([C:27]([OH:29])=[O:28])=[CH:23]1>C(O)(=O)C>[Br:1][C:26]1[O:22][CH:23]=[C:24]([C:27]([OH:29])=[O:28])[CH:25]=1 |f:0.1.2.3.4.5|. Procedure details: To a stirred solution of pyridinium tribromide (14.3 g, 44.6 mmoles) in acetic acid (20 ml) was added 3-furoic acid (5 g, 44.6 mmoles). The resulting mixture was heated at 40° C. for 16 hours. The acetic acid was evaporated; the residue was dissolved in dichloromethane (50 ml), washed with water (3×50 ml) and dried (MgSO4). The solvent was evaporated and the residue was purified by HPLC (gradient: 20% acetonitrile/80% water containing 0.1% trifluoroacetic acid to 80% acetonitrile/20% water at a ... Starting materials: CCOC(C)=O, Cn1ncc(NC(=O)CC(=O)O)c1NC(c1ccccc1)(c1ccccc1)c1ccccc1, CC(C)OC(C)C, ClCCl, Cl, CC(C)(C)OC(=O)NCCN, C1CCOC1, O. Yields the product Cn1ncc(NC(=O)CC(=O)NCCNC(=O)OC(C)(C)C)c1NC(c1ccccc1)(c1ccccc1)c1ccccc1. Reaction SMILES: [C:46]([O:47][CH2:48][CH3:49])(=[O:50])[CH3:51].[CH3:1][n:2]1[n:3][cH:4][c:5]([NH:27][C:28]([CH2:29][C:30](=[O:31])[OH:32])=[O:33])[c:6]1[NH:7][C:8]([c:9]1[cH:10][cH:11][cH:12][cH:13][cH:14]1)([c:15]1[cH:16][cH:17][cH:18][cH:19][cH:20]1)[c:21]1[cH:22][cH:23][cH:24][cH:25][cH:26]1.[CH:52]([O:53][CH:54]([CH3:55])[CH3:56])([CH3:57])[CH3:58].[Cl:64][CH2:65][Cl:66].[ClH:45].[NH2:34][CH2:35][CH2:36][NH:37][C:38]([O:39][C:40]([CH3:41])([CH3:42])[CH3:43])=[O:44].[O:59]1[CH2:60][CH2:61][CH2:62][CH2:63]1.[OH2:67]>>[CH3:1][n:2]1[n:3][cH:4][c:5]([NH:27][C:28]([CH2:29][C:30](=[O:31])[NH:34][CH2:35][CH2:36][NH:37][C:38]([O:39][C:40]([CH3:41])([CH3:42])[CH3:43])=[O:44])=[O:33])[c:6]1[NH:7][C:8]([c:9]1[cH:10][cH:11][cH:12][cH:13][cH:14]1)([c:15]1[cH:16][cH:17][cH:18][cH:19][cH:20]1)[c:21]1[cH:22][cH:23][cH:24][cH:25][cH:26]1. Reactants: aqueous solution, [Cl-].[NH4+] (ammonium chloride), C(C)(C)[C@@H]1N(C(OC1)=O)C(CCCCCC)=O (4-(S)-isopropyl-3-(1-oxoheptyl)-2-oxazolidinone), solution, C(C)(C)[N-]C(C)C.[Li+] (lithium diisopropylamide), BrCC(=O)OC(C)(C)C (tert-butyl bromoacetate). Solvent: O1CCCC1 (tetrahydrofuran), O1CCCC1 (tetrahydrofuran), O1CCCC1 (tetrahydrofuran). Reaction conditions: temperature -78 celsius, time 10 minute. Yields the product C(C)(C)[C@@H]1N(C(OC1)=O)C([C@H](CCCCC)CC(=O)OC(C)(C)C)=O (4-(S)-Isopropyl-3-[2-(R)-tert-butoxycarbonylmethyl-1-oxoheptyl)-2-oxazolidinone). Yield: 91.2%. RXN SMILES: [CH:1]([C@H:4]1[CH2:8][O:7][C:6](=[O:9])[N:5]1[C:10](=[O:17])[CH2:11][CH2:12][CH2:13][CH2:14][CH2:15][CH3:16])([CH3:3])[CH3:2].C([N-]C(C)C)(C)C.[Li+].Br[CH2:27][C:28]([O:30][C:31]([CH3:34])([CH3:33])[CH3:32])=[O:29].[Cl-].[NH4+]>O1CCCC1>[CH:1]([C@H:4]1[CH2:8][O:7][C:6](=[O:9])[N:5]1[C:10](=[O:17])[C@@H:11]([CH2:27][C:28]([O:30][C:31]([CH3:34])([CH3:33])[CH3:32])=[O:29])[CH2:12][CH2:13][CH2:14][CH2:15][CH3:16])([CH3:3])[CH3:2] |f:1.2,4.5|. Reported procedure: A solution of 4-(S)-isopropyl-3-(1-oxoheptyl)-2-oxazolidinone (519 mg) in tetrahydrofuran (15 ml) was cooled to -15° C., a 0.58M solution (39 ml) of lithium diisopropylamide in tetrahydrofuran was added thereto under an atmosphere of nitrogen, and the resulting mixture was stirred at -78° C for 10 minutes. A solution of tert-butyl bromoacetate (1.7 ml) in tetrahydrofuran (5 ml) was then added thereto and the temperature was allowed to rise gradually to -55° C. over a period of 5.5 hours with sti... Starting materials: Cc1cc(Nc2nccc(C(F)(F)F)n2)cc(-c2cnc(C3(O)CCNCC3)s2)c1, CCN(C(C)C)C(C)C, ClCCl, O=S(=O)(Cl)c1ccccc1. Yields the product Cc1cc(Nc2nccc(C(F)(F)F)n2)cc(-c2cnc(C3(O)CCN(S(=O)(=O)c4ccccc4)CC3)s2)c1. Reaction SMILES: [CH3:1][c:2]1[cH:3][c:4](-[c:19]2[cH:20][n:21][c:22]([C:24]3([OH:30])[CH2:25][CH2:26][NH:27][CH2:28][CH2:29]3)[s:23]2)[cH:5][c:6]([NH:8][c:9]2[n:10][cH:11][cH:12][c:13]([C:15]([F:16])([F:17])[F:18])[n:14]2)[cH:7]1.[CH:31]([N:32]([CH2:33][CH3:34])[CH:35]([CH3:36])[CH3:37])([CH3:38])[CH3:39].[Cl:50][CH2:51][Cl:52].[c:40]1([S:46](=[O:47])(=[O:48])[Cl:49])[cH:41][cH:42][cH:43][cH:44][cH:45]1>>[CH3:1][c:2]1[cH:3][c:4](-[c:19]2[cH:20][n:21][c:22]([C:24]3([OH:30])[CH2:25][CH2:26][N:27]([S:46]([c:40]4[cH:41][cH:42][cH:43][cH:44][cH:45]4)(=[O:47])=[O:48])[CH2:28][CH2:29]3)[s:23]2)[cH:5][c:6]([NH:8][c:9]2[n:10][cH:11][cH:12][c:13]([C:15]([F:16])([F:17])[F:18])[n:14]2)[cH:7]1. Yields the product ClC1=CC2=C(NC(CC(=N2)C2=CC(=CC=C2)N2N=NC=C2)=O)C=C1C(F)(F)F (7-Chloro-4-(3-[1,2,3]triazol-1-yl-phenyl)-8-trifluoromethyl-1,3-dihydro-benzo[b][1,4]diazepin-2-one), solid. Isolated yield 60.0%. Procedure: The title compound was prepared from {5-chloro-2-[3-oxo-3-(3-[1,2,3]triazol-1-yl-phenyl)-propionylamino]-4-trifluoromethyl-phenyl}-carbamic acid tert-butyl ester (Example M50) (0.33 g, 0.63 mmol) by treatment with TFA in CH2Cl2 according to the general procedure N. Obtained as a light yellow solid (152 mg, 60%). RXN SMILES: C(OC(=O)[NH:7][C:8]1[CH:13]=[C:12]([Cl:14])[C:11]([C:15]([F:18])([F:17])[F:16])=[CH:10][C:9]=1[NH:19][C:20](=[O:35])[CH2:21][C:22](=O)[C:23]1[CH:28]=[CH:27][CH:26]=[C:25]([N:29]2[CH:33]=[CH:32][N:31]=[N:30]2)[CH:24]=1)(C)(C)C.C(O)(C(F)(F)F)=O>C(Cl)Cl>[Cl:14][C:12]1[C:11]([C:15]([F:18])([F:17])[F:16])=[CH:10][C:9]2[NH:19][C:20](=[O:35])[CH2:21][C:22]([C:23]3[CH:28]=[CH:27][CH:26]=[C:25]([N:29]4[CH:33]=[CH:32][N:31]=[N:30]4)[CH:24]=3)=[N:7][C:8]=2[CH:13]=1. Starting materials: C(C)(C)(C)OC(NC1=C(C=C(C(=C1)Cl)C(F)(F)F)NC(CC(C1=CC(=CC=C1)N1N=NC=C1)=O)=O)=O ({5-chloro-2-[3-oxo-3-(3-[1,2,3]triazol-1-yl-phenyl)-propionylamino]-4-trifluoromethyl-phenyl}-carbamic acid tert-butyl ester), C(=O)(C(F)(F)F)O (TFA). The solvent is C(Cl)Cl (CH2Cl2). The product is COC(=O)c1ccc(C=C2SC(=O)NC2=O)cc1. Reactants: C1CCNCC1, COC(=O)c1ccc(C=O)cc1, COCCO, O=C1CSC(=O)N1. As a reaction SMILES: [CH2:20]1[CH2:21][CH2:22][NH:23][CH2:24][CH2:25]1.[CH3:1][O:2][C:3]([c:4]1[cH:5][cH:6][c:7]([CH:10]=[O:11])[cH:8][cH:9]1)=[O:12].[CH3:26][O:27][CH2:28][CH2:29][OH:30].[S:13]1[C:14](=[O:19])[NH:15][C:16](=[O:18])[CH2:17]1>>[CH3:1][O:2][C:3]([c:4]1[cH:5][cH:6][c:7]([CH:10]=[C:17]2[S:13][C:14](=[O:19])[NH:15][C:16]2=[O:18])[cH:8][cH:9]1)=[O:12].